Task: describe an organic reaction: reactants, conditions, products, and yield. Dataset: the Open Reaction Database (ORD), a public repository of structured organic reaction records The reactants are [OH-].[Li+] (lithium hydroxide), [ 3S ], COC=1C=C2CC(N=C(C2=CC1OC)C1=CC(=CC(=C1)OC)OC)COC(C1=CC(=CC(=C1)OC)OC)=O (3,4-dihydro-6,7-dimethoxy-3-[(3,5-dimethoxybenzoyloxy)methyl]-1-(3,5-dimethoxyphenyl)-isoquinoline). The solvent is CO (CH3OH). The product is COC=1C=C2CC(N=C(C2=CC1OC)C1=CC(=CC(=C1)OC)OC)CO (3,4-dihydro-6,7-dimethoxy-1-(3,5-dimethoxy phenyl)-3-hydroxymethyl-isoquinoline). RXN SMILES: [CH3:1][O:2][C:3]1[CH:4]=[C:5]2[C:10](=[CH:11][C:12]=1[O:13][CH3:14])[C:9]([C:15]1[CH:20]=[C:19]([O:21][CH3:22])[CH:18]=[C:17]([O:23][CH3:24])[CH:16]=1)=[N:8][CH:7]([CH2:25][O:26]C(=O)C1C=C(OC)C=C(OC)C=1)[CH2:6]2.[OH-].[Li+]>CO>[CH3:1][O:2][C:3]1[CH:4]=[C:5]2[C:10](=[CH:11][C:12]=1[O:13][CH3:14])[C:9]([C:15]1[CH:20]=[C:19]([O:21][CH3:22])[CH:18]=[C:17]([O:23][CH3:24])[CH:16]=1)=[N:8][CH:7]([CH2:25][OH:26])[CH2:6]2 |f:1.2|. Procedure: A suspension of 98.4 g of [3S] 3,4-dihydro-6,7-dimethoxy-3-[(3,5-dimethoxybenzoyloxy)methyl]-1-(3,5-dimethoxyphenyl)-isoquinoline [Formula IIa: all of R1 to R4 =methoxy], 51 CH3OH and 207 ml aqueous lithium hydroxide, is stirred for 12 hrs. at room temperature. The obtained solution is concentrated under reduced pressure, treated with ethyl acetate and washed with H2O/Na2CO3. The organic phase is dried over K2CO3 and the solvent removed under reduced pressure. The residue is taken up in ethyl et... Starting materials: CC1([C@H]2CC[C@H]([C@@H]1C2)CC(=O)Cl)C (2-((1S,2S,5S)-6,6-dimethylbicyclo[3.1.1]heptan-2-yl)acetyl chloride), NN1C(=NC2=C(C1=O)C=CS2)CC (3-amino-2-ethylthieno[2,3-d]pyrimidin-4(3H)-one). Product: CC1([C@H]2CC[C@H]([C@@H]1C2)CC(=O)NN2C(=NC1=C(C2=O)C=CS1)CC)C (2-[(1S,2S,5S)-6,6-dimethylbicyclo[3.1.1]hept-2-yl]-N-(2-ethyl-4-oxothieno[2,3-d]pyrimidin-3(4H)-yl)acetamide). As a reaction SMILES: [CH3:1][C:2]1([CH3:13])[C@H:7]2[CH2:8][C@@H:3]1[CH2:4][CH2:5][C@H:6]2[CH2:9][C:10](Cl)=[O:11].[NH2:14][N:15]1[C:20](=[O:21])[C:19]2[CH:22]=[CH:23][S:24][C:18]=2[N:17]=[C:16]1[CH2:25][CH3:26]>>[CH3:1][C:2]1([CH3:13])[C@H:7]2[CH2:8][C@@H:3]1[CH2:4][CH2:5][C@H:6]2[CH2:9][C:10]([NH:14][N:15]1[C:20](=[O:21])[C:19]2[CH:22]=[CH:23][S:24][C:18]=2[N:17]=[C:16]1[CH2:25][CH3:26])=[O:11]. Procedure: The product from Example 1C and 3-amino-2-ethylthieno[2,3-d]pyrimidin-4(3H)-one (Enamine) were processed using method analogous to that described in Example 1D to afford the title compound. 1H NMR (300 MHz, DMSO-d6) δ ppm 0.88-0.96 (m, 1H) 1.07 (s, 3H) 1.16-1.23 (m, 6H) 1.45-1.64 (m, 1H) 1.79-2.06 (m, 6H) 2.27-2.46 (m, 2H) 2.53-2.67 (m, 1H) 2.66-2.82 (m, 1H) 7.38 (d, J=7.1 Hz, 1H) 7.59 (d, J=5.6 Hz, 1H); MS (ESI+) m/z 360 (M+H)+. Reactants: C(#N)C(C(=O)OCCC1=NC=CC=C1)=CC1=CC(=C(C=C1)O)O (2-pyridylethyl 2-cyano-3-(3,4-dihydroxyphenyl)-2-propenoate), C(#N)C(C(=O)OCCCCCCCCN1C=NC=C1)=CC1=CC(=C(C=C1)O)OC(=O)OCC (8-(imidazol-1-yl)-octanyl 2-cyano-3-(3-ethoxycarbonyloxy-4-hydroxyphenyl)-2-propenoate), C(#N)C(C(=O)OCC=CC1=CC=CC=C1)=CC1=CC(=C(C=C1)O)O (cinnamyl 2-cyano-3-(3,4-dihydroxyphenyl)-2-propenoate), C(#N)C(C(=O)OCCOC1=CC=CC=C1)=CC1=CC(=C(C=C1)OC(=O)OCC)OC(=O)OCC (phenoxyethyl 2-cyano-3-(3,4-diethoxycarbonyloxyphenyl)-2-propenoate), C(#N)C(C(=O)OCCC1=CC=C(C=C1)N)=CC1=CC(=C(C=C1)OC(=O)OCC)OC(=O)OCC (4-aminophenethyl 2-cyano-3-(3,4-diethoxycarbonyloxyphenyl)-2-propenoate), C(#N)C(C(=O)OCCC1=NC=CC=C1)=CC1=CC(=C(C=C1)OC(=O)OCC)OC(=O)OCC (2-pyridylethyl 2-cyano-3-(3,4-diethoxycarbonyloxyphenyl)-2-propenoate), C(#N)C(C(=O)OCCOC1=CC=CC=C1)=CC1=CC(=C(C=C1)OC(=O)OCC)OC(=O)OCC (phenoxyethyl 2-cyano-3-(3,4-diethoxycarbonyloxyphenyl)-2-propenoate), C(#N)C(C(=O)OCCC1=NC=CC=C1)=CC1=CC(=C(C=C1)OC(=O)OCC)OC(=O)OCC (2-pyridylethyl 2-cyano-3-(3,4-diethoxycarbonyloxyphenyl)-2-propenoate), alkyl chloroformate, C(#N)C(C(=O)OCCCCCCCCN1C=NC=C1)=CC1=CC(=C(C=C1)O)O (8-(imidazol-1-yl)-octanyl 2-cyano-3-(3,4-dihydroxyphenyl)-2-propenoate), C(#N)C(C(=O)OCCOC1=CC=CC=C1)=CC1=CC(=C(C=C1)O)O (phenoxyethyl 2-cyano-3-(3,4-dihydroxyphenyl)-2-propenoate), C(#N)C(C(=O)OCCC1=CC=C(C=C1)N)=CC1=CC(=C(C=C1)OC(=O)OCC)OC(=O)OCC (4-aminophenethyl 2-cyano-3-(3,4-diethoxycarbonyloxyphenyl)-2-propenoate), C(#N)C(C(=O)OCCCCCCCCN1C=NC=C1)=CC1=CC(=C(C=C1)O)OC(=O)OCC (8-(imidazol-1-yl)-octanyl 2-cyano-3-(3-ethoxycarbonyloxy-4-hydroxyphenyl)-2-propenoate), C(#N)C(C(=O)OCCC1=CC=C(C=C1)N)=CC1=CC(=C(C=C1)O)O (4-aminophenethyl 2-cyano-3-(3,4-dihydroxyphenyl)-2-propenoate), ClC(=O)OCC (ethyl chloroformate). Yields the product C(#N)C(C(=O)OCC=CC1=CC=CC=C1)=CC1=CC(=C(C=C1)OC(=O)OCC)OC(=O)OCC (cinnamyl 2-cyano-3-(3,4-diethoxycarbonyloxyphenyl)-2-propenoate). Reaction SMILES: [C:1]([C:3](=[CH:15][C:16]1[CH:21]=[CH:20][C:19]([OH:22])=[C:18]([OH:23])[CH:17]=1)[C:4]([O:6][CH2:7][CH2:8][C:9]1[CH:14]=[CH:13][CH:12]=[CH:11]N=1)=[O:5])#[N:2].C(C(=CC1C=CC(O)=C(O)C=1)[C:27]([O:29][CH2:30][CH2:31]CCCCCCN1C=CN=C1)=[O:28])#N.C(C(=CC1C=CC(O)=C(O)C=1)[C:55]([O:57][CH2:58][CH2:59]C1C=CC(N)=CC=1)=[O:56])#N.[C:76]([C:78](=CC1C=CC(O)=C(O)C=1)C(OCCOC1C=CC=CC=1)=O)#N.C(C(=CC1C=CC(O)=C(O)C=1)C(OCC=CC1C=CC=CC=1)=O)#N.ClC(OCC)=O.C(C(=CC1C=CC(OC(OCC)=O)=C(OC(OCC)=O)C=1)C(OCCC1C=CC=CN=1)=O)#N.C(C(=CC1C=CC(O)=C(OC(OCC)=O)C=1)C(OCCCCCCCCN1C=CN=C1)=O)#N.C(C(=CC1C=CC(OC(OCC)=O)=C(OC(OCC)=O)C=1)C(OCCC1C=CC(N)=CC=1)=O)#N.C(C(=CC1C=CC(OC(OCC)=O)=C(OC(OCC)=O)C=1)C(OCCOC1C=CC=CC=1)=O)#N>>[C:1]([C:3](=[CH:15][C:16]1[CH:21]=[CH:20][C:19]([O:22][C:55]([O:57][CH2:58][CH3:59])=[O:56])=[C:18]([O:23][C:27]([O:29][CH2:30][CH3:31])=[O:28])[CH:17]=1)[C:4]([O:6][CH2:7][CH:8]=[CH:9][C:14]1[CH:78]=[CH:76][CH:11]=[CH:12][CH:13]=1)=[O:5])#[N:2]. Procedure details: By using 2-pyridylethyl 2-cyano-3-(3,4-dihydroxyphenyl)-2-propenoate, 8-(imidazol-1-yl)-octanyl 2-cyano-3-(3,4-dihydroxyphenyl)-2-propenoate, 4-aminophenethyl 2-cyano-3-(3,4-dihydroxyphenyl)-2-propenoate, phenoxyethyl 2-cyano-3-(3,4-dihydroxyphenyl)-2-propenoate and cinnamyl 2-cyano-3-(3,4-dihydroxyphenyl)-2-propenoate instead of phenethyl 2-cyano-3-(3,4-dihydroxyphenyl)-2-propenoate and 2.0-2.2 equivalents of ethyl chloroformate as an alkyl chloroformate and reacting them in a similar manner to...